This data is from the Open Reaction Database (ORD), a public repository of structured organic reaction records. The task is: describe an organic reaction: reactants, conditions, products, and yield Starting materials: COC(=O)C1=NC(=C(C=C1)C1CC1)NC1=C(C=C(C=C1)Cl)Cl (5-cyclopropyl-6-(2,4-dichloro-phenylamino)-pyridine-2-carboxylic acid methyl ester), O.[OH-].[Li+] (lithium hydroxide hydrate), HCl ice water. The solvent is C1CCOC1 (THF), O (water). Yields the product C1(CC1)C=1C=CC(=NC1NC1=C(C=C(C=C1)Cl)Cl)C(=O)O (5-Cyclopropyl-6-(2,4-dichloro-phenylamino)-pyridine-2-carboxylic acid). Yield: 10.1%. As a reaction SMILES: C[O:2][C:3]([C:5]1[CH:10]=[CH:9][C:8]([CH:11]2[CH2:13][CH2:12]2)=[C:7]([NH:14][C:15]2[CH:20]=[CH:19][C:18]([Cl:21])=[CH:17][C:16]=2[Cl:22])[N:6]=1)=[O:4].O.[OH-].[Li+]>C1COCC1.O>[CH:11]1([C:8]2[CH:9]=[CH:10][C:5]([C:3]([OH:4])=[O:2])=[N:6][C:7]=2[NH:14][C:15]2[CH:20]=[CH:19][C:18]([Cl:21])=[CH:17][C:16]=2[Cl:22])[CH2:12][CH2:13]1 |f:1.2.3|. Reported procedure: A solution of 5-cyclopropyl-6-(2,4-dichloro-phenylamino)-pyridine-2-carboxylic acid methyl ester (62 mg, 184 μmol) and lithium hydroxide hydrate (9.3 mg, 221 μmol) in THF (100 μl) and water (50 μl) was stirred at ambient temperature for 20 h. The reaction mixture was poured onto 1 M HCl/ice water (1×20 mL) and extracted with i-PrOAc (2×25 mL). The combined organic layers were dried over sodium sulfate. The solvent was removed under reduced pressure to obtain the title compound (6 mg, 10%) as col... Yields the product Nc1ccc(NC(=O)OCC2c3ccccc3-c3ccccc32)cc1OCc1ccccc1. As a reaction SMILES: [CH3:38][OH:39].[CH3:40][N:41]1[CH2:42][CH2:43][CH2:44][C:45]1=[O:46].[CH3:53][CH2:54][O:55][C:56]([CH3:57])=[O:58].[ClH:37].[O:47]1[CH2:48][CH2:49][O:50][CH2:51][CH2:52]1.[cH:1]1[cH:2][cH:3][cH:4][c:5]2[c:13]1[CH:12]([CH2:14][O:15][C:16]([NH:17][c:18]1[cH:19][c:20]([O:28][CH2:29][c:30]3[cH:31][cH:32][cH:33][cH:34][cH:35]3)[c:21]([NH:24][C:25](=[O:26])[CH3:27])[cH:22][cH:23]1)=[O:36])[c:11]1[c:6]-2[cH:7][cH:8][cH:9][cH:10]1>>[cH:1]1[cH:2][cH:3][cH:4][c:5]2[c:13]1[CH:12]([CH2:14][O:15][C:16]([NH:17][c:18]1[cH:19][c:20]([O:28][CH2:29][c:30]3[cH:31][cH:32][cH:33][cH:34][cH:35]3)[c:21]([NH2:24])[cH:22][cH:23]1)=[O:36])[c:11]1[c:6]-2[cH:7][cH:8][cH:9][cH:10]1. Reactants: CO, CN1CCCC1=O, CCOC(C)=O, Cl, C1COCCO1, CC(=O)Nc1ccc(NC(=O)OCC2c3ccccc3-c3ccccc32)cc1OCc1ccccc1. Starting materials: CC(=O)O, [BH3-]C#N, C=O, CNC1(c2ccc(N3CCc4c(C(F)(F)F)nn(-c5ccc(OC)cc5)c4C3=O)cc2)CC1, CC#N, CC(C)=O, [Na+], [Na+], [OH-]. Product: COc1ccc(-n2nc(C(F)(F)F)c3c2C(=O)N(c2ccc(C4(N(C)C)CC4)cc2)CC3)cc1. As a reaction SMILES: [C:36]([OH:37])(=[O:38])[CH3:39].[C:40]([BH3-:41])#[N:42].[CH2:34]=[O:35].[CH3:1][O:2][c:3]1[cH:4][cH:5][c:6](-[n:9]2[n:10][c:11]([C:30]([F:31])([F:32])[F:33])[c:12]3[c:13]2[C:14](=[O:29])[N:15]([c:18]2[cH:19][cH:20][c:21]([C:24]4([NH:27][CH3:28])[CH2:25][CH2:26]4)[cH:22][cH:23]2)[CH2:16][CH2:17]3)[cH:7][cH:8]1.[CH3:46][C:47]#[N:48].[CH3:49][C:50](=[O:51])[CH3:52].[Na+:43].[Na+:45].[OH-:44]>>[CH3:1][O:2][c:3]1[cH:4][cH:5][c:6](-[n:9]2[n:10][c:11]([C:30]([F:31])([F:32])[F:33])[c:12]3[c:13]2[C:14](=[O:29])[N:15]([c:18]2[cH:19][cH:20][c:21]([C:24]4([N:27]([CH3:28])[CH3:36])[CH2:25][CH2:26]4)[cH:22][cH:23]2)[CH2:16][CH2:17]3)[cH:7][cH:8]1. The reactants are C(=O)C=1C=C(C(=O)OC)C=C(C1NS(=O)(=O)C)[N+](=O)[O-] (Methyl 3-formyl-4-[(methylsulfonyl)amino]-5-nitrobenzoate). The reagents and catalysts are [Pt]=O (platinum oxide). Solvent: C(C)O (ethanol). The product is NC=1C=C(C(=O)OC)C=C(C1NS(=O)(=O)C)CO (methyl 3-amino-5-hydroxymethyl-4-[(methylsulfonyl)amino]benzoate). Yield: 44.2%. Reaction SMILES: [CH:1]([C:3]1[CH:4]=[C:5]([CH:10]=[C:11]([N+:18]([O-])=O)[C:12]=1[NH:13][S:14]([CH3:17])(=[O:16])=[O:15])[C:6]([O:8][CH3:9])=[O:7])=[O:2]>C(O)C.[Pt]=O>[NH2:18][C:11]1[CH:10]=[C:5]([CH:4]=[C:3]([CH2:1][OH:2])[C:12]=1[NH:13][S:14]([CH3:17])(=[O:16])=[O:15])[C:6]([O:8][CH3:9])=[O:7]. Procedure: Methyl 3-formyl-4-[(methylsulfonyl)amino]-5-nitrobenzoate (2.0 g, 0.0066 mol) was dissolved in ethanol (50 mL) and hydrogenated at 30 psi in the presence of platinum oxide (Aldrich, 0.1 g) for 4 h. The catalyst was removed by filtration through Celite and the filtrate was concentrated to dryness. The residue was recrystallized from methanolethyl acetate-hexane to give 0.8 g (44%) of methyl 3-amino-5-hydroxymethyl-4-[(methylsulfonyl)amino]benzoate as a light brown powder, mp 150°-155° C. The reactants are BrC1=NC=C(C=C1Cl)C (2-bromo-3-chloro-5-methylpyridine), Cl (hydrogen chloride), C(Cl)(Cl)(Cl)Cl (carbon tetrachloride), ClCl (Chlorine), Cl (hydrochloride). The product is ClC1=NC=C(C=C1Cl)C(Cl)(Cl)Cl (2,3-dichloro-5-trichloromethylpyridine). As a reaction SMILES: Br[C:2]1[C:7]([Cl:8])=[CH:6][C:5](C)=[CH:4][N:3]=1.[ClH:10].ClCl.[C:13]([Cl:17])(Cl)([Cl:15])[Cl:14]>>[Cl:10][C:2]1[C:7]([Cl:8])=[CH:6][C:5]([C:13]([Cl:17])([Cl:15])[Cl:14])=[CH:4][N:3]=1. Procedure: The product from paragraph (i) (2.9 g) in dry carbon tetrachloride (250 ml) was treated with dry hydrogen chloride to convert it to the hydrochloride. Chlorine was passed through the suspension which was kept at 80° C. and illuminated by an ultra-violet lamp inside the reaction flask. After three hours the solvent was removed, leaving a residue of 2,3-dichloro-5-trichloromethylpyridine. The reactants are CC(=CCC1=CC=C(C=C1)[Cu])C (p-(3-methyl-2-butenyl)phenyl copper (I)), BrC(C(=O)OCC)C (ethyl α-bromopropionate). The product is CC(=CCC1=CC=C(C=C1)C(C(=O)OCC)C)C (Ethyl α-[p-(3-methyl-2-butenyl)phenyl]propionate). Yield: 6.7%. As a reaction SMILES: [CH3:1][C:2]([CH3:12])=[CH:3][CH2:4][C:5]1[CH:10]=[CH:9][C:8]([Cu])=[CH:7][CH:6]=1.Br[CH:14]([CH3:20])[C:15]([O:17][CH2:18][CH3:19])=[O:16]>>[CH3:1][C:2]([CH3:12])=[CH:3][CH2:4][C:5]1[CH:10]=[CH:9][C:8]([CH:14]([CH3:20])[C:15]([O:17][CH2:18][CH3:19])=[O:16])=[CH:7][CH:6]=1. Procedure details: In the same way as in Comparative Example 7, p-(3-methyl-2-butenyl)phenyl copper (I) was reacted with ethyl α-bromopropionate. Ethyl α-[p-(3-methyl-2-butenyl)phenyl]propionate was obtained in an amount of 1.64 g (yield 6.7%). The solvent is O1CCCC1 (tetrahydrofuran), O1CCCC1 (tetrahydrofuran). Reported procedure: A 3.0 M diethyl ether solution of ethylmagnesium bromide (7.3 ml, 21.8 mmol) is added under N2 at 0° C. to a 95 ml tetrahydrofuran solution of N-benzenesulfonyl-3-iodo-5,7-difluoro-indole (8.4 g, 20 mmol). The resulting mixture is stirred for 20 minutes at 0° C., allowed to warm to room temperature over 20 minutes, then recooled to 0° C. A 20 ml tetrahydrofuran solution of (S)N,N dibenzyl-2-aminopropanal (Syn. Lett., 1997,2, 223-224, 5.1 g, 22 mmol) is added to the reaction mixture and the resul... Product: C(C1=CC=CC=C1)N(CC1=CC=CC=C1)C(C(O)C1=CN(C2=C(C=C(C=C12)F)F)S(=O)(=O)C1=CC=CC=C1)C (2-(N,N-dibenzylamino)-1-(1-benzenesulfonyl-5,7-difluoro-1H-indol-3-yl)-propan-1-ol). As a reaction SMILES: C(OCC)C.C([Mg]Br)C.[C:10]1([S:16]([N:19]2[C:27]3[C:22](=[CH:23][C:24]([F:29])=[CH:25][C:26]=3[F:28])[C:21](I)=[CH:20]2)(=[O:18])=[O:17])[CH:15]=[CH:14][CH:13]=[CH:12][CH:11]=1.[CH2:31]([N:38]([CH2:43][C:44]1[CH:49]=[CH:48][CH:47]=[CH:46][CH:45]=1)[C@@H:39]([CH3:42])[CH:40]=[O:41])[C:32]1[CH:37]=[CH:36][CH:35]=[CH:34][CH:33]=1>O1CCCC1>[CH2:43]([N:38]([CH:39]([CH3:42])[CH:40]([C:21]1[C:22]2[C:27](=[C:26]([F:28])[CH:25]=[C:24]([F:29])[CH:23]=2)[N:19]([S:16]([C:10]2[CH:15]=[CH:14][CH:13]=[CH:12][CH:11]=2)(=[O:18])=[O:17])[CH:20]=1)[OH:41])[CH2:31][C:32]1[CH:37]=[CH:36][CH:35]=[CH:34][CH:33]=1)[C:44]1[CH:49]=[CH:48][CH:47]=[CH:46][CH:45]=1. Yield: 76.8%. Conditions: temperature 0 celsius, time 20 minute. Reactants: C(C1=CC=CC=C1)N([C@H](C=O)C)CC1=CC=CC=C1 ((S)N,N dibenzyl-2-aminopropanal), C(C)OCC (diethyl ether), C(C)[Mg]Br (ethylmagnesium bromide), C1(=CC=CC=C1)S(=O)(=O)N1C=C(C2=CC(=CC(=C12)F)F)I (N-benzenesulfonyl-3-iodo-5,7-difluoro-indole). The reactants are C(CCCCCC\C=C/C\C=C/CCCCC)C(C(CCCCCCC\C=C/C\C=C/CCCCC)O)(CCCCCCCC\C=C/C\C=C/CCCCC)O ((6Z,9Z,28Z,31Z)-19-((8Z,11Z)-heptadeca-8,11-dienyl)heptatriaconta-6,9,28,31-tetraene-18,19-diol), N1=CC=CC=C1 (pyridine), O=C(OC(Cl)(Cl)Cl)Cl (diphosgene). The solvent is CCOCC (ether). Reaction conditions: time 2 hour. Product: C(CCCCCC\C=C/C\C=C/CCCCC)C1(OC(OC1CCCCCCC\C=C/C\C=C/CCCCC)=O)CCCCCCCC\C=C/C\C=C/CCCCC (4,5-di((8Z,11Z)-heptadeca-8,11-dienyl)-4-((9Z,12Z)-octadeca-9,12-dienyl)-1,3-dioxolan-2-one). The yield is 57.5%. As a reaction SMILES: [CH2:1]([C:18]([OH:56])([CH2:38][CH2:39][CH2:40][CH2:41][CH2:42][CH2:43][CH2:44][CH2:45]/[CH:46]=[CH:47]\[CH2:48]/[CH:49]=[CH:50]\[CH2:51][CH2:52][CH2:53][CH2:54][CH3:55])[CH:19]([OH:37])[CH2:20][CH2:21][CH2:22][CH2:23][CH2:24][CH2:25][CH2:26]/[CH:27]=[CH:28]\[CH2:29]/[CH:30]=[CH:31]\[CH2:32][CH2:33][CH2:34][CH2:35][CH3:36])[CH2:2][CH2:3][CH2:4][CH2:5][CH2:6][CH2:7]/[CH:8]=[CH:9]\[CH2:10]/[CH:11]=[CH:12]\[CH2:13][CH2:14][CH2:15][CH2:16][CH3:17].N1C=CC=CC=1.[O:63]=[C:64](Cl)OC(Cl)(Cl)Cl>CCOCC>[CH2:1]([C:18]1([CH2:38][CH2:39][CH2:40][CH2:41][CH2:42][CH2:43][CH2:44][CH2:45]/[CH:46]=[CH:47]\[CH2:48]/[CH:49]=[CH:50]\[CH2:51][CH2:52][CH2:53][CH2:54][CH3:55])[CH:19]([CH2:20][CH2:21][CH2:22][CH2:23][CH2:24][CH2:25][CH2:26]/[CH:27]=[CH:28]\[CH2:29]/[CH:30]=[CH:31]\[CH2:32][CH2:33][CH2:34][CH2:35][CH3:36])[O:37][C:64](=[O:63])[O:56]1)[CH2:2][CH2:3][CH2:4][CH2:5][CH2:6][CH2:7]/[CH:8]=[CH:9]\[CH2:10]/[CH:11]=[CH:12]\[CH2:13][CH2:14][CH2:15][CH2:16][CH3:17]. Procedure details: To a solution of (6Z,9Z,28Z,31Z)-19-((8Z,11Z)-heptadeca-8,11-dienyl)heptatriaconta-6,9,28,31-tetraene-18,19-diol (540 mg, 0.67 mmol) in anhydrous ether (5 mL) was added pyridine (81 μL, 1.0 mmol). To this solution was added diphosgene (132 μL, 1.1 mmol) slowly over 5 minutes. The solution was stirred for 2 hours at room temperature then concentrated in vacuo to dryness and purified by column chromatography on silica gel 60 (eluted with 5% ether in hexanes) to afford 4,5-di((8Z,11Z)-heptadeca-8,1... Reactants: C[N+]1(CCOCC1)[O-] (N-methylmorpholine N-oxide), BrCC=1C(=C(C(=O)OC)C=CC1Cl)Cl (methyl 3-bromomethyl-2,4-dichlorobenzoate), O (water). The solvent is C(C)#N (acetonitrile). Reaction conditions: time 48 hour. Product: ClC1=C(C(=O)OC)C=CC(=C1C=O)Cl (methyl 2,4-dichloro-3-formylbenzoate). As a reaction SMILES: C[N+]1([O-])CC[O:5]CC1.Br[CH2:10][C:11]1[C:12]([Cl:22])=[C:13]([CH:18]=[CH:19][C:20]=1[Cl:21])[C:14]([O:16][CH3:17])=[O:15].O>C(#N)C>[Cl:22][C:12]1[C:11]([CH:10]=[O:5])=[C:20]([Cl:21])[CH:19]=[CH:18][C:13]=1[C:14]([O:16][CH3:17])=[O:15]. Reported procedure: At reflux, 696.2 g (2.97 mol) of aqueous 50% strength N-methylmorpholine N-oxide solution were added to a solution of 312.0 g (0.99 mol) of methyl 3-bromomethyl-2,4-dichlorobenzoate in 2 l of acetonitrile. After stirring for 48 hours at room temperature, the reaction solution was stirred into 6 l of water. The precipitate was filtered off with suction, washed with water and dried under reduced pressure. 141.3 g of methyl 2,4-dichloro-3-formylbenzoate were obtained. Starting materials: FC1=CC=C(C=C1)C(C(CC(C(C)C)=O)C1=CC=CC=C1)=O (1-(4-fluorophenyl)-5-methyl-2-phenyl-1,4-hexanedione), NCC[C@@H]1C[C@@H](OC2(O1)CCCCC2)CC(=O)OCC (ethyl 2-((2R,4R)-4-(2-aminoethyl)-1,5-dioxaspiro[5.5]undecan-2-yl)acetate). Yields the product FC1=CC=C(C=C1)C=1N(C(=CC1C1=CC=CC=C1)C(C)C)CC[C@@H]1C[C@@H](OC2(O1)CCCCC2)CC(=O)OCC (ethyl 2-((2R,4R)-4-(2-(2-(4-fluorophenyl)-5-isopropyl-3-phenyl-1H-pyrrol-1-yl)ethyl)-1,5-dioxaspiro[5.5]undecan-2-yl)acetate). As a reaction SMILES: [F:1][C:2]1[CH:7]=[CH:6][C:5]([C:8](=O)[CH:9]([C:16]2[CH:21]=[CH:20][CH:19]=[CH:18][CH:17]=2)[CH2:10][C:11](=O)[CH:12]([CH3:14])[CH3:13])=[CH:4][CH:3]=1.[NH2:23][CH2:24][CH2:25][C@H:26]1[O:31][C:30]2([CH2:36][CH2:35][CH2:34][CH2:33][CH2:32]2)[O:29][C@@H:28]([CH2:37][C:38]([O:40][CH2:41][CH3:42])=[O:39])[CH2:27]1>>[F:1][C:2]1[CH:7]=[CH:6][C:5]([C:8]2[N:23]([CH2:24][CH2:25][C@H:26]3[O:31][C:30]4([CH2:36][CH2:35][CH2:34][CH2:33][CH2:32]4)[O:29][C@@H:28]([CH2:37][C:38]([O:40][CH2:41][CH3:42])=[O:39])[CH2:27]3)[C:11]([CH:12]([CH3:14])[CH3:13])=[CH:10][C:9]=2[C:16]2[CH:21]=[CH:20][CH:19]=[CH:18][CH:17]=2)=[CH:4][CH:3]=1. Procedure details: According to the same method as in Example 4-1, the title compound was synthesized using 1-(4-fluorophenyl)-5-methyl-2-phenyl-1,4-hexanedione and ethyl 2-((2R,4R)-4-(2-aminoethyl)-1,5-dioxaspiro[5.5]undecan-2-yl)acetate.